This data is from the Open Reaction Database (ORD), a public repository of structured organic reaction records. The task is: describe an organic reaction: reactants, conditions, products, and yield The reactants are CCCC(=O)Cl, Nc1n[nH]c2cccc(I)c12, c1ccncc1. Product: CCCC(=O)Nc1n[nH]c2cccc(I)c12. As a reaction SMILES: [C:1]([CH2:2][CH2:3][CH3:4])(=[O:5])[Cl:6].[I:7][c:8]1[c:9]2[c:10]([NH2:17])[n:11][nH:12][c:13]2[cH:14][cH:15][cH:16]1.[cH:18]1[cH:19][cH:20][n:21][cH:22][cH:23]1>>[C:1]([CH2:2][CH2:3][CH3:4])(=[O:5])[NH:17][c:10]1[c:9]2[c:8]([I:7])[cH:16][cH:15][cH:14][c:13]2[nH:12][n:11]1. Starting materials: COc1cc(N2CC(CNC(=O)c3ccc(Cl)s3)OC2=O)ccc1-n1cccc(CO[Si](c2ccccc2)(c2ccccc2)C(C)(C)C)c1=O, C1CCOC1, CCCC[N+](CCCC)(CCCC)CCCC, [F-]. Product: COc1cc(N2CC(CNC(=O)c3ccc(Cl)s3)OC2=O)ccc1-n1cccc(CO)c1=O. As a reaction SMILES: [C:1]([Si:2]([c:3]1[cH:4][cH:5][cH:39][cH:40][cH:41]1)([O:6][CH2:7][c:8]1[c:9](=[O:38])[n:10](-[c:14]2[c:15]([O:36][CH3:37])[cH:16][c:17]([N:20]3[C:21](=[O:35])[O:22][CH:23]([CH2:25][NH:26][C:27](=[O:28])[c:29]4[s:30][c:31]([Cl:34])[cH:32][cH:33]4)[CH2:24]3)[cH:18][cH:19]2)[cH:11][cH:12][cH:13]1)[c:42]1[cH:43][cH:44][cH:45][cH:46][cH:47]1)([CH3:48])([CH3:49])[CH3:50].[CH2:69]1[O:70][CH2:71][CH2:72][CH2:73]1.[CH3:52][CH2:53][CH2:54][CH2:55][N+:56]([CH2:57][CH2:58][CH2:59][CH3:60])([CH2:61][CH2:62][CH2:63][CH3:64])[CH2:65][CH2:66][CH2:67][CH3:68].[F-:51]>>[OH:6][CH2:7][c:8]1[c:9](=[O:38])[n:10](-[c:14]2[c:15]([O:36][CH3:37])[cH:16][c:17]([N:20]3[C:21](=[O:35])[O:22][CH:23]([CH2:25][NH:26][C:27](=[O:28])[c:29]4[s:30][c:31]([Cl:34])[cH:32][cH:33]4)[CH2:24]3)[cH:18][cH:19]2)[cH:11][cH:12][cH:13]1. The reactants are OC1=C(C=C(C=C1C(C)(C)C)CCC(=O)N)C(C)(C)C (3-[4-hydroxy-3,5-di- tert-butylphenyl]propionamide), ClC(=O)SCl (chlorocarbonyl sulfenyl chloride). Run in C1(=CC=CC=C1)C (toluene). Reaction conditions: temperature 60 celsius. Product: OC1=C(C=C(C=C1C(C)(C)C)CCC1=NSC(O1)=O)C(C)(C)C (5-[2-(4-hydroxy-3,5-di-tert-butylphenyl)ethyl]-1,3,4-oxathiazol-2-one). RXN SMILES: [OH:1][C:2]1[C:7]([C:8]([CH3:11])([CH3:10])[CH3:9])=[CH:6][C:5]([CH2:12][CH2:13][C:14]([NH2:16])=[O:15])=[CH:4][C:3]=1[C:17]([CH3:20])([CH3:19])[CH3:18].Cl[C:22]([S:24]Cl)=[O:23]>C1(C)C=CC=CC=1>[OH:1][C:2]1[C:3]([C:17]([CH3:20])([CH3:19])[CH3:18])=[CH:4][C:5]([CH2:12][CH2:13][C:14]2[O:15][C:22](=[O:23])[S:24][N:16]=2)=[CH:6][C:7]=1[C:8]([CH3:11])([CH3:10])[CH3:9]. Procedure: A suspension of 13.45 grams of 3-[4-hydroxy-3,5-di- tert-butylphenyl]propionamide in 150 ml of toluene is admixed with 20.22 grams of chlorocarbonyl sulfenyl chloride added dropwise. After heating the reaction mixture at 60° C. for 20 hours, the solvent is removed under reduced pressure. The residue is recrystallized from heptane to give the title compound as a pale yellow crystalline solid: mp 82°-86° C. The reactants are CC(C)(C)N(CC=Cc1cn2c(=O)[nH]nc2c2cc(Cl)ccc12)C(=O)[O-], CC#N, O=C(O)C(F)(F)F. Yields the product NCC=Cc1cn2c(=O)[nH]nc2c2cc(Cl)ccc12. Reaction SMILES: [C:1]([N:5]([C:2](=[O:3])[O-:4])[CH2:9][CH:10]=[CH:11][c:12]1[cH:13][n:14]2[c:15]([c:16]3[cH:17][c:18]([Cl:22])[cH:19][cH:20][c:21]13)[n:23][nH:24][c:25]2=[O:26])([CH3:6])([CH3:7])[CH3:8].[CH3:27][C:28]#[N:29].[F:30][C:31]([F:32])([F:33])[C:34]([OH:35])=[O:36]>>[NH2:5][CH2:9][CH:10]=[CH:11][c:12]1[cH:13][n:14]2[c:15]([c:16]3[cH:17][c:18]([Cl:22])[cH:19][cH:20][c:21]13)[n:23][nH:24][c:25]2=[O:26]. The reactants are CC(=O)O, CC(=O)OC(C)=O, Nc1ccccc1F, O. Yields the product CC(=O)Nc1ccccc1F. RXN SMILES: [CH3:16][C:17](=[O:18])[OH:19].[CH3:1][C:2]([O:3][C:5]([CH3:6])=[O:7])=[O:4].[NH2:8][c:9]1[cH:10][cH:11][cH:12][cH:13][c:14]1[F:15].[OH2:20]>>[C:5]([CH3:6])(=[O:7])[NH:8][c:9]1[cH:10][cH:11][cH:12][cH:13][c:14]1[F:15]. Starting materials: Nc1ncc(Oc2ccccc2)nc1N1CCOCC1, O=[N+]([O-])O, O=P(Cl)(Cl)Cl. Yields the product Clc1ncc(Oc2ccccc2)nc1N1CCOCC1. RXN SMILES: [NH2:1][c:2]1[n:3][cH:4][c:5]([O:14][c:15]2[cH:16][cH:17][cH:18][cH:19][cH:20]2)[n:6][c:7]1[N:8]1[CH2:9][CH2:10][O:11][CH2:12][CH2:13]1.[OH:21][N+:22](=[O:23])[O-:24].[P:25]([Cl:26])([Cl:27])([Cl:28])=[O:29]>>[c:2]1([Cl:27])[n:3][cH:4][c:5]([O:14][c:15]2[cH:16][cH:17][cH:18][cH:19][cH:20]2)[n:6][c:7]1[N:8]1[CH2:9][CH2:10][O:11][CH2:12][CH2:13]1. Product: ClCC1CCN(C(c2ccccc2)c2ccccc2)CC1. Reactants: O=S(Cl)Cl, OCC1CCN(C(c2ccccc2)c2ccccc2)CC1, c1ccccc1. RXN SMILES: [S:1]([Cl:2])([Cl:3])=[O:4].[c:5]1([CH:11]([N:12]2[CH2:13][CH2:14][CH:15]([CH2:18][OH:19])[CH2:16][CH2:17]2)[c:20]2[cH:21][cH:22][cH:23][cH:24][cH:25]2)[cH:6][cH:7][cH:8][cH:9][cH:10]1.[cH:26]1[cH:27][cH:28][cH:29][cH:30][cH:31]1>>[Cl:3][CH2:18][CH:15]1[CH2:14][CH2:13][N:12]([CH:11]([c:5]2[cH:6][cH:7][cH:8][cH:9][cH:10]2)[c:20]2[cH:21][cH:22][cH:23][cH:24][cH:25]2)[CH2:17][CH2:16]1. The reactants are ClCCCBr, CN1CCc2ccc(O)cc2C1=O. The product is CN1CCc2ccc(OCCCCl)cc2C1=O. As a reaction SMILES: [Br:14][CH2:15][CH2:16][CH2:17][Cl:18].[OH:1][c:2]1[cH:3][cH:4][c:5]2[c:10]([cH:11]1)[C:9](=[O:12])[N:8]([CH3:13])[CH2:7][CH2:6]2>>[O:1]([c:2]1[cH:3][cH:4][c:5]2[c:10]([cH:11]1)[C:9](=[O:12])[N:8]([CH3:13])[CH2:7][CH2:6]2)[CH2:15][CH2:16][CH2:17][Cl:18]. Starting materials: Cl (Hydrogen chloride), CC1C(CNCC1)C(=O)O (4-methylpiperidine-3-carboxylic acid), C(C)O (ethanol). Solvent: C(C)(=O)O (acetic acid). The product is CC1C(CNCC1)C(=O)OCC (ethyl 4-methylpiperidine-3-carboxylate). Reaction SMILES: Cl.[CH3:2][CH:3]1[CH2:8][CH2:7][NH:6][CH2:5][CH:4]1[C:9]([OH:11])=[O:10].[CH2:12](O)[CH3:13]>C(O)(=O)C>[CH3:2][CH:3]1[CH2:8][CH2:7][NH:6][CH2:5][CH:4]1[C:9]([O:11][CH2:12][CH3:13])=[O:10]. Procedure: Hydrogen chloride gas was bubbled into a solution of 4-methylpiperidine-3-carboxylic acid (6.0 g, 41.90 mmol) in ethanol (150 mL) and acetic acid (30 mL) at 0° C. under a nitrogen atmosphere. The reaction mixture was heated at reflux for 48 h, then was cooled and was partitioned between water and ethyl acetate. The organic layer was dried over sodium sulfate, filtered and concentrated under reduced pressure to afford ethyl 4-methylpiperidine-3-carboxylate (5.0 g). The material was used without f... Starting materials: [BH4-], CO, O=Cc1c(F)cncc1-c1ccc2c(c1)COC2=O, [Na+]. The product is O=C1OCc2cc(-c3cncc(F)c3CO)ccc21. RXN SMILES: [BH4-:20].[CH3:22][OH:23].[F:1][c:2]1[cH:3][n:4][cH:5][c:6](-[c:10]2[cH:11][c:12]3[c:16]([cH:17][cH:18]2)[C:15](=[O:19])[O:14][CH2:13]3)[c:7]1[CH:8]=[O:9].[Na+:21]>>[F:1][c:2]1[cH:3][n:4][cH:5][c:6](-[c:10]2[cH:11][c:12]3[c:16]([cH:17][cH:18]2)[C:15](=[O:19])[O:14][CH2:13]3)[c:7]1[CH2:8][OH:9].